From a dataset of the Open Reaction Database (ORD), a public repository of structured organic reaction records. describe an organic reaction: reactants, conditions, products, and yield The reactants are O=C(c1ncc[nH]1)c1ncc[nH]1, O=C=O, O=C(O)c1ccccc1OCc1ccccc1, C1CCOC1, COC(=O)c1cccc(N)c1N. The product is COC(=O)c1cccc(NC(=O)c2ccccc2OCc2ccccc2)c1N. RXN SMILES: [C:1]([c:2]1[nH:3][cH:4][cH:5][n:6]1)([c:7]1[nH:8][cH:9][cH:10][n:11]1)=[O:12].[C:30](=[O:31])=[O:32].[CH2:13]([c:14]1[cH:15][cH:16][cH:17][cH:18][cH:19]1)[O:20][c:21]1[c:22]([C:23](=[O:24])[OH:25])[cH:26][cH:27][cH:28][cH:29]1.[CH2:45]1[O:46][CH2:47][CH2:48][CH2:49]1.[NH2:33][c:34]1[c:35]([C:36](=[O:37])[O:38][CH3:39])[cH:40][cH:41][cH:42][c:43]1[NH2:44]>>[CH2:13]([c:14]1[cH:15][cH:16][cH:17][cH:18][cH:19]1)[O:20][c:21]1[c:22]([C:23](=[O:25])[NH:44][c:43]2[c:34]([NH2:33])[c:35]([C:36](=[O:37])[O:38][CH3:39])[cH:40][cH:41][cH:42]2)[cH:26][cH:27][cH:28][cH:29]1. Starting materials: Br (hydrobromic acid), crude product, ClC=1C=C(C=C(C1N)C(F)(F)F)C(CO)NC(C)(C)C (2-(3-chloro-4-amino-5-trifluoromethyl-phenyl)-2-tert-butylaminoethanol). The solvent is C(C)(C)O (isopropanol), C(C)O (ethanol), C(C)OCC (diethyl ether). Product: Br.NC1=C(C=C(C=C1C(F)(F)F)C(CO)NC(C)(C)C)Cl (2-(4-amino-3-chloro-5-trifluoromethyl-phenyl)-2-tert-butylamino-ethanol hydrobromide). Yield: 80.0%. RXN SMILES: [Cl:1][C:2]1[CH:3]=[C:4]([CH:13]([NH:16][C:17]([CH3:20])([CH3:19])[CH3:18])[CH2:14][OH:15])[CH:5]=[C:6]([C:9]([F:12])([F:11])[F:10])[C:7]=1[NH2:8].[BrH:21]>C(OCC)C.C(O)(C)C.C(O)C>[BrH:21].[NH2:8][C:7]1[C:6]([C:9]([F:11])([F:12])[F:10])=[CH:5][C:4]([CH:13]([NH:16][C:17]([CH3:19])([CH3:18])[CH3:20])[CH2:14][OH:15])=[CH:3][C:2]=1[Cl:1] |f:5.6|. Procedure: 1.0 g of 2-(3-chloro-4-amino-5-trifluoromethyl-phenyl)-2-tert-butylaminoethanol was dissolved in 20 ml of anhydrous diethyl ether and the solution was acidified to pH=2 by adding dropwise a solution of hydrobromic acid in isopropanol with stirring. The precipitate was collected by filtration, washed with small amount of anhydrous diethyl ether, dried to give crude 2-(4-amino-3-chloro-5-trifluoromethyl-phenyl)-2-tert-butylamino-ethanol hydrobromide. The crude product was dissolved in absolute eth... Reaction SMILES: [N:1]1[CH:6]=[C:5](C(O)=O)[CH:4]=[CH:3][C:2]=1[C:10]([OH:12])=O.[CH3:13][O:14]C1C=C(C=C(OC)C=1OC)C(O)=O>>[N:1]1[C:2]([CH2:10][OH:12])=[CH:3][CH:4]=[CH:5][C:6]=1[CH2:13][OH:14]. Reported procedure: Pyridine 2,5-dicarboxylic acid is reacted in a process similar to that utilized in the reaction of 3,4,5-trimethoxybenzoic acid set forth in the first two portions of the procedure of Example I so as to produce the corresponding mixed anhydride that is subjected to the catalytic hydrogatation to obtain pyridine 2,6-dimethanol. Product: N1=C(C=CC=C1CO)CO (pyridine 2,6-dimethanol). The reactants are N1=C(C=CC(=C1)C(=O)O)C(=O)O (Pyridine 2,5-dicarboxylic acid), COC=1C=C(C(=O)O)C=C(C1OC)OC (3,4,5-trimethoxybenzoic acid), anhydride. Starting materials: ice, [Cl-].[NH4+] (ammonium chloride), C(C)(C)(C)C=1OC2=C(N1)C(=CC(=C2N2C(NC(=CC2=O)C(F)(F)F)=O)F)Cl (3-(2-t-butyl-4-chloro-6-fluorobenzoxazol-7-yl)-6-trifluoromethyl-2,4-(1H,3H)pyrimidinedione), C([O-])([O-])=O.[K+].[K+] (potassium carbonate), NOS(=O)(=O)C1=C(C=C(C=C1C)C)C (1-aminooxysulfonyl-2,4,6-trimethylbenzene). Run in O1CCCC1 (tetrahydrofuran). Run at time 18 hour. Product: C(C)(C)(C)C=1OC2=C(N1)C(=CC(=C2N2C(N(C(=CC2=O)C(F)(F)F)N)=O)F)Cl (3-(2-t-butyl-4-chloro-6-fluorobenzoxazol-7-yl)-1-amino-6-trifluoromethyl-2,4-(1H,3H)pyrimidinedione). Isolated yield 71.3%. As a reaction SMILES: [C:1]([C:5]1[O:6][C:7]2[C:13]([N:14]3[C:19](=[O:20])[CH:18]=[C:17]([C:21]([F:24])([F:23])[F:22])[NH:16][C:15]3=[O:25])=[C:12]([F:26])[CH:11]=[C:10]([Cl:27])[C:8]=2[N:9]=1)([CH3:4])([CH3:3])[CH3:2].C(=O)([O-])[O-].[K+].[K+].[NH2:34]OS(C1C(C)=CC(C)=CC=1C)(=O)=O.[Cl-].[NH4+]>O1CCCC1>[C:1]([C:5]1[O:6][C:7]2[C:13]([N:14]3[C:19](=[O:20])[CH:18]=[C:17]([C:21]([F:22])([F:24])[F:23])[N:16]([NH2:34])[C:15]3=[O:25])=[C:12]([F:26])[CH:11]=[C:10]([Cl:27])[C:8]=2[N:9]=1)([CH3:4])([CH3:2])[CH3:3] |f:1.2.3,5.6|. Procedure: Under a nitrogen atmosphere a stirred solution of 1.0 gram (2.5 mmole) of 3-(2-t-butyl-4-chloro-6-fluorobenzoxazol-7-yl)-6-trifluoromethyl-2,4-(1H,3H)pyrimidinedione (prepared in Example 1, Steps A-E), 0.41 gram (3.0 mmole) of potassium carbonate, and 50 mL of tetrahydrofuran was cooled in an ice bath. To this was added 1.1 grams (about 5 mmole) of 1-aminooxysulfonyl-2,4,6-trimethylbenzene. Upon completion of the addition the reaction mixture was stirred in the ice bath for ten minutes, then war...